describe an organic reaction: reactants, conditions, products, and yield From a dataset of the Open Reaction Database (ORD), a public repository of structured organic reaction records. Yields the product BrC=1C=C(C=CC1F)N1C(=NOC1=O)C=1C(=NON1)NCCNS(=O)(=O)NC(OCC1C2=CC=CC=C2C=2C=CC=CC12)=O (9H-fluoren-9-ylmethyl ({[2-({4-[4-(3-bromo-4-fluorophenyl)-5-oxo-4,5-dihydro-1,2,4-oxadiazol-3-yl]-1,2,5-oxadiazol-3-yl}amino)ethyl]amino}sulfonyl)carbamate). The yield is 91.2%. Procedure: To a stirred suspension of 3-(4-amino-1,2,5-oxadiazol-3-yl)-4-(3-bromo-4-fluorophenyl)-1,2,4-oxadiazol-5(4H)-one (10.00 g, 29.23 mmol) in DCM (160 mL) was added methanesulfonic acid (MeSO3H, 8.46 g, 88.04 mmol) and triethylsilane (Et3SiH, 8.37 g, 71.96 mmol) at ambient temperature over 10 minutes to give a slurry. Solid 9H-fluoren-9-ylmethyl{[(2,2-dimethoxyethyl)amino]sulfonyl}carbamate (12.25 g, 30.14 mmol) was added portionwise (1 g/3-4 min; over 1 h) while maintaining the internal temperature... The reactants are C1=CC=CC=2C3=CC=CC=C3C(C12)COC(NS(=O)(=O)NCC(OC)OC)=O (9H-fluoren-9-ylmethyl{[(2,2-dimethoxyethyl)amino]sulfonyl}carbamate), CS(=O)(=O)O (methanesulfonic acid), C(C)[SiH](CC)CC (triethylsilane), NC=1C(=NON1)C1=NOC(N1C1=CC(=C(C=C1)F)Br)=O (3-(4-amino-1,2,5-oxadiazol-3-yl)-4-(3-bromo-4-fluorophenyl)-1,2,4-oxadiazol-5(4H)-one). Run at temperature 17.5 celsius, time 3 day. Reagents/catalysts: C(C)[SiH](CC)CC (triethylsilane), C1=CC=CC=2C3=CC=CC=C3C(C12)COC(NS(=O)(=O)NCC(OC)OC)=O (9H-fluoren-9-ylmethyl{[(2,2-dimethoxyethy)amino]sulfonyl}carbamate). RXN SMILES: [NH2:1][C:2]1[C:3]([C:7]2[N:11]([C:12]3[CH:17]=[CH:16][C:15]([F:18])=[C:14]([Br:19])[CH:13]=3)[C:10](=[O:20])[O:9][N:8]=2)=[N:4][O:5][N:6]=1.CS(O)(=O)=O.C([SiH](CC)CC)C.[CH:33]1[C:45]2[CH:44]([CH2:46][O:47][C:48](=[O:60])[NH:49][S:50]([NH:53][CH2:54][CH:55](OC)OC)(=[O:52])=[O:51])[C:43]3[C:38](=[CH:39][CH:40]=[CH:41][CH:42]=3)[C:37]=2[CH:36]=[CH:35][CH:34]=1>C(Cl)Cl.C([SiH](CC)CC)C.C1C2C(COC(=O)NS(NCC(OC)OC)(=O)=O)C3C(=CC=CC=3)C=2C=CC=1.CCCCCCC.C(O)(C)C>[Br:19][C:14]1[CH:13]=[C:12]([N:11]2[C:10](=[O:20])[O:9][N:8]=[C:7]2[C:3]2[C:2]([NH:1][CH2:55][CH2:54][NH:53][S:50]([NH:49][C:48](=[O:60])[O:47][CH2:46][CH:44]3[C:43]4[CH:42]=[CH:41][CH:40]=[CH:39][C:38]=4[C:37]4[C:45]3=[CH:33][CH:34]=[CH:35][CH:36]=4)(=[O:51])=[O:52])=[N:6][O:5][N:4]=2)[CH:17]=[CH:16][C:15]=1[F:18]. The solvent is CCCCCCC (Heptane), C(Cl)Cl (DCM), C(C)(C)O (Isopropyl alcohol). Reactants: S=C=NCCC1=CCCCC1, CN(C)C=O, CC(C)c1ccnc(N)c1. Product: CC(C)c1ccnc(NC(=S)NCCC2=CCCCC2)c1. As a reaction SMILES: [C:1]1([CH2:7][CH2:8][N:9]=[C:10]=[S:11])=[CH:2][CH2:3][CH2:4][CH2:5][CH2:6]1.[CH3:22][N:23]([CH3:24])[CH:25]=[O:26].[NH2:12][c:13]1[n:14][cH:15][cH:16][c:17]([CH:19]([CH3:20])[CH3:21])[cH:18]1>>[C:1]1([CH2:7][CH2:8][NH:9][C:10](=[S:11])[NH:12][c:13]2[n:14][cH:15][cH:16][c:17]([CH:19]([CH3:20])[CH3:21])[cH:18]2)=[CH:2][CH2:3][CH2:4][CH2:5][CH2:6]1. Starting materials: CC(C(=O)OCC[Si](C)(C)C)(C(C1=CC(=NC=C1)C=1SC2=C(C(N1)=O)C=CC=C2)O)C (2-(Trimethylsilyl)ethyl 2,2-dimethyl-3-hydroxy-3-[2-(4-oxo-4H-1,3-benzothiazin-2-yl)-4-pyridyl]propionate), [F-].C(CCC)[N+](CCCC)(CCCC)CCCC (tetrabutylammonium fluoride). The solvent is O1CCCC1 (tetrahydrofuran), O1CCCC1 (tetrahydrofuran). Conditions: time 2 hour. Product: CC(C(=O)O)(C(C1=CC(=NC=C1)C=1SC2=C(C(N1)=O)C=CC=C2)O)C (2,2-Dimethyl-3-hydroxy-3-[2-(4-oxo-4H-1,3-benzothiazin-2-yl)-4-pyridyl]propionic acid). Yield: 51.4%. Reaction SMILES: [CH3:1][C:2]([CH3:31])([CH:12]([OH:30])[C:13]1[CH:18]=[CH:17][N:16]=[C:15]([C:19]2[S:20][C:21]3[CH:29]=[CH:28][CH:27]=[CH:26][C:22]=3[C:23](=[O:25])[N:24]=2)[CH:14]=1)[C:3]([O:5]CC[Si](C)(C)C)=[O:4].[F-].C([N+](CCCC)(CCCC)CCCC)CCC>O1CCCC1>[CH3:1][C:2]([CH3:31])([CH:12]([OH:30])[C:13]1[CH:18]=[CH:17][N:16]=[C:15]([C:19]2[S:20][C:21]3[CH:29]=[CH:28][CH:27]=[CH:26][C:22]=3[C:23](=[O:25])[N:24]=2)[CH:14]=1)[C:3]([OH:5])=[O:4] |f:1.2|. Reported procedure: 2-(Trimethylsilyl)ethyl 2,2-dimethyl-3-hydroxy-3-[2-(4-oxo-4H-1,3-benzothiazin-2-yl)-4-pyridyl]propionate (0.11 g, 0.24 mmol) was dissolved in tetrahydrofuran (2 ml), and 1.0 M tetrabutylammonium fluoride in tetrahydrofuran (0.58 ml, 0.58 mmol) was added thereto. The reaction mixture was stirred for 2 hrs and concentrated under reduced pressure. Trifluoroacetic acid (1.5 ml) was added to the residue, and the mixture was stirred at room temperature for 13 hrs. Diisopropyl ether was added to the m... The reactants are CN (Methylamine), solution, COC1=NC(=NC(=C1)OC)OC1=C(C(=CC=C1)F)NS(=O)(=O)CC(=O)OC (Methyl [2-(4,6-dimethoxypyrimidin-2-yloxy)-6-fluorophenylsulfamoyl]acetate), C(C)OCC (diethyl ether), C(C)(C)O (isopropanol). Run in industrial methylated spirits, CO (methanol). Reaction conditions: time 23 day. Product: COC1=NC(=NC(=C1)OC)OC1=C(C(=CC=C1)F)NS(=O)(=O)CC(=O)NC (2-[2-(4,6-Dimethoxypyrimidin-2-yloxy)-6-fluorophenylsulfamoyl]-N-methylacetamide). RXN SMILES: [CH3:1][NH2:2].[CH3:3][O:4][C:5]1[CH:10]=[C:9]([O:11][CH3:12])[N:8]=[C:7]([O:13][C:14]2[CH:19]=[CH:18][CH:17]=[C:16]([F:20])[C:15]=2[NH:21][S:22]([CH2:25][C:26]([O:28]C)=O)(=[O:24])=[O:23])[N:6]=1.C(OCC)C.C(O)(C)C>CO>[CH3:3][O:4][C:5]1[CH:10]=[C:9]([O:11][CH3:12])[N:8]=[C:7]([O:13][C:14]2[CH:19]=[CH:18][CH:17]=[C:16]([F:20])[C:15]=2[NH:21][S:22]([CH2:25][C:26]([NH:2][CH3:1])=[O:28])(=[O:24])=[O:23])[N:6]=1. Procedure details: Methylamine (4.2 g of a 33% solution in industrial methylated spirits) was added to a solution of the product of stage (a) (3 g) in methanol (60 ml) at room temperature. After standing for 23 days, the solution was run down under vacuum at less than 35° C. to give a brown oil. Trituration with a mixture of diethyl ether and isopropanol gave an off-white solid which was dried without heat to give 1.3 g of the desired product, mp 193°-198° C. Reactants: C1CCOC1, CCOC(C)=O, O=C=Nc1cccc(Cl)c1Cl, CN(C)CCN1CCN(C(=O)c2sc(C(C)(C)C)cc2N)C(C)(C)C1=O. Product: CN(C)CCN1CCN(C(=O)c2sc(C(C)(C)C)cc2NC(=O)Nc2cccc(Cl)c2Cl)C(C)(C)C1=O. As a reaction SMILES: [CH2:38]1[O:39][CH2:40][CH2:41][CH2:42]1.[CH3:43][CH2:44][O:45][C:46](=[O:47])[CH3:48].[Cl:27][c:28]1[c:29]([Cl:37])[c:30]([N:34]=[C:35]=[O:36])[cH:31][cH:32][cH:33]1.[NH2:1][c:2]1[cH:3][c:4]([C:23]([CH3:24])([CH3:25])[CH3:26])[s:5][c:6]1[C:7](=[O:8])[N:9]1[C:10]([CH3:21])([CH3:22])[C:11](=[O:20])[N:12]([CH2:15][CH2:16][N:17]([CH3:18])[CH3:19])[CH2:13][CH2:14]1>>[NH:1]([c:2]1[cH:3][c:4]([C:23]([CH3:24])([CH3:25])[CH3:26])[s:5][c:6]1[C:7](=[O:8])[N:9]1[C:10]([CH3:21])([CH3:22])[C:11](=[O:20])[N:12]([CH2:15][CH2:16][N:17]([CH3:18])[CH3:19])[CH2:13][CH2:14]1)[C:35]([NH:34][c:30]1[c:29]([Cl:37])[c:28]([Cl:27])[cH:33][cH:32][cH:31]1)=[O:36]. Reactants: Cl.NC1=CC2=C(NC(=NS2(=O)=O)C=2C([C@@](C3=CC=CC=C3C2O)(CCC(C)C)C)=O)C=C1 ((1R)-3-(7-amino-1,1-dioxido-4H-1,2,4-benzothiadiazin-3-yl)-4-hydroxy-1-methyl-1-(3-methylbutyl)naphthalen-2(1 H)-one hydrochloride), N1=CC=CC=C1 (pyridine), C1=C(C=CC2=CC=CC=C12)S(=O)(=O)Cl (2-naphthalenesulfonyl chloride). The solvent is CC(=O)C (acetone). The product is OC1=C(C([C@@](C2=CC=CC=C12)(CCC(C)C)C)=O)C1=NS(C2=C(N1)C=CC(=C2)NS(=O)(=O)C2=CC1=CC=CC=C1C=C2)(=O)=O (N-{3-[(4R)-1-hydroxy-4-methyl-4-(3-methylbutyl)-3-oxo-3,4-dihydronaphthalen-2-yl]-1,1-dioxido-4H-1,2,4-benzothiadiazin-7-yl}naphthalene-2-sulfonamide). Yield: 39.1%. RXN SMILES: Cl.[NH2:2][C:3]1[CH:32]=[CH:31][C:6]2[NH:7][C:8]([C:13]3[C:14](=[O:30])[C@:15]([CH3:29])([CH2:24][CH2:25][CH:26]([CH3:28])[CH3:27])[C:16]4[C:21]([C:22]=3[OH:23])=[CH:20][CH:19]=[CH:18][CH:17]=4)=[N:9][S:10](=[O:12])(=[O:11])[C:5]=2[CH:4]=1.N1C=CC=CC=1.[CH:39]1[C:48]2[C:43](=[CH:44][CH:45]=[CH:46][CH:47]=2)[CH:42]=[CH:41][C:40]=1[S:49](Cl)(=[O:51])=[O:50]>CC(C)=O>[OH:23][C:22]1[C:21]2[C:16](=[CH:17][CH:18]=[CH:19][CH:20]=2)[C@@:15]([CH3:29])([CH2:24][CH2:25][CH:26]([CH3:28])[CH3:27])[C:14](=[O:30])[C:13]=1[C:8]1[NH:7][C:6]2[CH:31]=[CH:32][C:3]([NH:2][S:49]([C:40]3[CH:41]=[CH:42][C:43]4[C:48](=[CH:47][CH:46]=[CH:45][CH:44]=4)[CH:39]=3)(=[O:51])=[O:50])=[CH:4][C:5]=2[S:10](=[O:12])(=[O:11])[N:9]=1 |f:0.1|. Reported procedure: A mixture of Example 39H (23.8 mg, 0.050 mmol), pyridine (31.6 mg, 0.40 mmol), and 2-naphthalenesulfonyl chloride (45.3 mg, 0.20 mmol) in acetone (1.5 mL) was stirred at rt for 18 h. The reaction mixture was evaporated in vacuo and partitioned between ethyl acetate and 1 N HCl. The organic phase was separated, dried (MgSO4), filtered, and evaporated in vacuo. The residue was purified by chromatography on silica gel eluting with 4:1 hexane/ethyl acetate to provide the title compound (12.3 mg, 39%... Starting materials: C1CCC2=NCCCN2CC1, CC#N, ON=Cc1ccccc1, CC(C)(C)OC(=O)N1CCC=CC(=O)C1. The product is CC(C)(C)OC(=O)N1CCC(ON=Cc2ccccc2)CC(=O)C1. RXN SMILES: [CH2:25]1[CH2:26][CH2:27][C:28]2=[N:33][CH2:32][CH2:31][CH2:30][N:29]2[CH2:34][CH2:35]1.[CH3:36][C:37]#[N:38].[CH:16]([c:17]1[cH:18][cH:19][cH:20][cH:21][cH:22]1)=[N:23][OH:24].[O:1]=[C:2]1[CH2:3][N:4]([C:9](=[O:10])[O:11][C:12]([CH3:13])([CH3:14])[CH3:15])[CH2:5][CH2:6][CH:7]=[CH:8]1>>[O:1]=[C:2]1[CH2:3][N:4]([C:9](=[O:10])[O:11][C:12]([CH3:13])([CH3:14])[CH3:15])[CH2:5][CH2:6][CH:7]([O:24][N:23]=[CH:16][c:17]2[cH:18][cH:19][cH:20][cH:21][cH:22]2)[CH2:8]1.